Dataset: the Open Reaction Database (ORD), a public repository of structured organic reaction records. Task: describe an organic reaction: reactants, conditions, products, and yield Reactants: crude product, C(Cl)(Cl)Cl (chloroform), C(C)(=O)OCC (ethyl acetate), C(#N)C1=CN=C(C2=CC=CC=C12)C1=CC=CC=C1 (4-cyano-1-phenylisoquinoline), [OH-].[Na+] (sodium hydroxide). Run in C(C)(=O)O (acetic acid). Product: C1(=CC=CC=C1)C1=NC=C(C2=CC=CC=C12)C(=O)O (1-phenylisoquinoline-4-carboxylic acid). Reaction SMILES: C(Cl)(Cl)Cl.[C:5]([O:8]CC)(=[O:7])[CH3:6].C(C1[C:22]2[C:17](=[CH:18][CH:19]=[CH:20][CH:21]=2)[C:16]([C:23]2[CH:28]=[CH:27][CH:26]=[CH:25][CH:24]=2)=[N:15][CH:14]=1)#N.[OH-].[Na+]>C(O)(=O)C>[C:23]1([C:16]2[C:17]3[C:22](=[CH:21][CH:20]=[CH:19][CH:18]=3)[C:6]([C:5]([OH:8])=[O:7])=[CH:14][N:15]=2)[CH:24]=[CH:25][CH:26]=[CH:27][CH:28]=1 |f:3.4|. Procedure details: 20.5 g of 1-phenylisoquinoline are dissolved in 100 ml of carbon tetrachloride, and 16 g of bromine are added at room temperature. The temperature is raised slowly and the mixture is kept under reflux for 1 hour. 7.9 g of pyridine in 10 ml of carbon tetrachloride are added dropwise to the boiling reaction mixture in the course of 2 hours, and the mixture is then heated at reflux temperature for a further 18 hours. The reaction solution is decanted off from the resinous precipitate and is concent... Starting materials: N(=O)[O-].[Na+] (sodium nitrite), C(=O)([O-])[O-].[Na+].[Na+] (Na2CO3), IC=1C=CC(=C(N)C1)C (5-iodo-2-methylaniline), [N-]=[N+]=[N-].[Na+] (sodium azide). The solvent is O (water), O (water), C(Cl)Cl (DCM), Cl (HCl). Conditions: time 30 minute. Product: N(=[N+]=[N-])C1=C(C=CC(=C1)I)C (2-Azido-4-iodo-1-methylbenzene). Isolated yield 64.0%. As a reaction SMILES: [I:1][C:2]1[CH:3]=[CH:4][C:5]([CH3:9])=[C:6]([CH:8]=1)[NH2:7].N([O-])=O.[Na+].[N-:14]=[N+:15]=[N-].[Na+].C([O-])([O-])=O.[Na+].[Na+]>Cl.O.C(Cl)Cl>[N:7]([C:6]1[CH:8]=[C:2]([I:1])[CH:3]=[CH:4][C:5]=1[CH3:9])=[N+:14]=[N-:15] |f:1.2,3.4,5.6.7|. Procedure: A cold (0° C.) suspension of 5-iodo-2-methylaniline (7.0 g, 0.03M) in HCl (5M, 30 ml) was treated dropwise with a solution of sodium nitrite (2.28 g, 0.033 mmol) in water (3 ml) over 20 minutes. The solution was stirred for 20 minutes before sodium azide was added portionwise over 15 minutes. The mixture was stirred for 30 minutes then poured into water. The mixture was diluted with DCM and the pH adjusted to 7 by the addition of Na2CO3. The phases were separated and the organic layer was dried ... The reactants are O[C@@H]1C(C2CCC=3C4=CC[C@H]([C@H](CC=O)C)[C@]4(CCC3[C@]2(CC1)C)C)(C)C ((20S)-3β-hydroxy-4,4,20-trimethyl-pregna-8,14-dien-21-carbaldehyde), CN1CCNCC1 (1-methylpiperazin), C(C)(=O)O[BH-](OC(C)=O)OC(C)=O.[Na+] (sodium tris(acetoxy)borohydride). Product: CN1CCN(CC1)CC[C@H](C)[C@H]1CC=C2C=3CC[C@H]4C([C@H](CC[C@]4(C)C3CC[C@]12C)O)(C)C ((20S)-20-[(4-methylpiperazin-1-yl)ethyl]-4,4-dimethyl-5α-pregna-8,14-dien-3β-ol). RXN SMILES: [OH:1][C@H:2]1[CH2:23][CH2:22][C@@:21]2([CH3:24])[CH:4]([CH2:5][CH2:6][C:7]3[C:8]4[C@:17]([CH3:25])([CH2:18][CH2:19][C:20]=32)[C@@H:11]([C@@H:12]([CH3:16])[CH2:13][CH:14]=O)[CH2:10][CH:9]=4)[C:3]1([CH3:27])[CH3:26].[CH3:28][N:29]1[CH2:34][CH2:33][NH:32][CH2:31][CH2:30]1.C(O[BH-](OC(=O)C)OC(=O)C)(=O)C.[Na+]>>[CH3:28][N:29]1[CH2:34][CH2:33][N:32]([CH2:14][CH2:13][C@@H:12]([C@@H:11]2[C@:17]3([CH3:25])[C:8]([C:7]4[CH2:6][CH2:5][C@@H:4]5[C@:21]([C:20]=4[CH2:19][CH2:18]3)([CH3:24])[CH2:22][CH2:23][C@H:2]([OH:1])[C:3]5([CH3:27])[CH3:26])=[CH:9][CH2:10]2)[CH3:16])[CH2:31][CH2:30]1 |f:2.3|. Procedure details: (20S)-3β-hydroxy-4,4,20-trimethyl-pregna-8,14-dien-21-carbaldehyde was treated with 1-methylpiperazin and sodium tris(acetoxy)borohydride as described in Example 9d). (20S)-20-[(4-methylpiperazin-1-yl)ethyl]-4,4-dimethyl-5α-pregna-8,14-dien-3β-ol was isolated as a white solid. Starting materials: [BH4-].[Na+] (Sodium borohydride), C(C)N(C(C1=C(C=CC=C1C=O)[Si](C)(C)C)=O)CC (N,N-diethyl-2-trimethylsilyl-6-formylbenzamide). Solvent: CCOCC (ether), C(C)O (ethanol). Product: C(C)N(C(C1=C(C=CC=C1CO)[Si](C)(C)C)=O)CC (N,N-diethyl-2-trimethylsilyl-6-hydroxymethylbenzamide). Yield: 74.0%. As a reaction SMILES: [BH4-].[Na+].[CH2:3]([N:5]([CH2:20][CH3:21])[C:6](=[O:19])[C:7]1[C:12]([CH:13]=[O:14])=[CH:11][CH:10]=[CH:9][C:8]=1[Si:15]([CH3:18])([CH3:17])[CH3:16])[CH3:4]>C(O)C.CCOCC>[CH2:20]([N:5]([CH2:3][CH3:4])[C:6](=[O:19])[C:7]1[C:12]([CH2:13][OH:14])=[CH:11][CH:10]=[CH:9][C:8]=1[Si:15]([CH3:17])([CH3:16])[CH3:18])[CH3:21] |f:0.1|. Reported procedure: Sodium borohydride (1.0 g, 26.4 mmol) was added to a solution of N,N-diethyl-2-trimethylsilyl-6-formylbenzamide, prepared in Example 97, (5.54 g, 20 mmol) in absolute ethanol (100 mL). After 3 h the mixture was diluted with ether, extracted three times with brine, dried (MgSO4), concentrated, and recrystallized from 1:1 ethyl acetate/hexanes to afford 4.12 g of N,N-diethyl-2-trimethylsilyl-6-hydroxymethylbenzamide as a white solid, a 74% yield. m.p. 81°-82.5° C. Starting materials: C([O-])([O-])=O.[Na+].[Na+] (sodium carbonate), ClCCNC(=O)N(C1[C@H](O)[C@@H](O)[C@H](O)[C@H](O1)CO)C (1-(2-chloroethyl)-3-methyl-3-D-glucopyranosylurea), CO (methanol), [N+](=O)([N+](=O)[O-])[O-] (nitrogen tetroxide). The solvent is O1CCCC1 (tetrahydrofuran), C(Cl)Cl (methylene chloride), O (water). Reaction conditions: time 10 minute. Product: ClCCN(C(=O)N(C1[C@H](O)[C@@H](O)[C@H](O)[C@H](O1)CO)C)N=O (1-(2-chloroethyl)-1-nitroso-3-methyl-3-D-glucopyranosylurea). Yield: 72.9%. Reaction SMILES: [Cl:1][CH2:2][CH2:3][NH:4][C:5]([N:7]([CH3:19])[CH:8]1[O:16][C@H:15]([CH2:17][OH:18])[C@@H:13]([OH:14])[C@H:11]([OH:12])[C@H:9]1[OH:10])=[O:6].C(=O)([O-])[O-].[Na+].[Na+].[N+:26]([O-])([N+]([O-])=O)=[O:27].CO>O1CCCC1.C(Cl)Cl.O>[Cl:1][CH2:2][CH2:3][N:4]([N:26]=[O:27])[C:5]([N:7]([CH3:19])[CH:8]1[O:16][C@H:15]([CH2:17][OH:18])[C@@H:13]([OH:14])[C@H:11]([OH:12])[C@H:9]1[OH:10])=[O:6] |f:1.2.3|. Procedure: 3.0 g of 1-(2-chloroethyl)-3-methyl-3-D-glucopyranosylurea prepared in the same manner as described in Example 1-(1) are dissolved in a mixture of 80 ml of tetrahydrofuran and 80 ml of methylene chloride, and 15 g of sodium carbonate anhydrate are added thereto. 5 g of nitrogen tetroxide gas are introduced into the mixture for 10 minutes under ice-cooling. The mixture is further stirred at the same temperature for 10 minutes. After the reaction, 10 ml of methanol and 3 ml of water are added to t... Starting materials: BrBr (Bromine), O1CC(OC2=NC=CC=C21)CO (2,3-dihydro-1,4-dioxino[2,3-b]pyridine-3-methanol), BrBr (bromine). The reagents and catalysts are [O-]S(=O)[O-].[Na+].[Na+] (Na2SO3). The solvent is C(Cl)Cl (DCM), C(=O)([O-])[O-].[Na+].[Na+] (Na2CO3). Yields the product BrC=1C=C2C(=NC1)OC(CO2)CO (7-bromo-2,3-dihydro-[1,4]dioxino[2,3-b]pyridine-3-methanol). Yield: 40.6%. As a reaction SMILES: [Br:1]Br.[O:3]1[C:12]2[C:7](=[N:8][CH:9]=[CH:10][CH:11]=2)[O:6][CH:5]([CH2:13][OH:14])[CH2:4]1>C(Cl)Cl.C([O-])([O-])=O.[Na+].[Na+].[O-]S([O-])=O.[Na+].[Na+]>[Br:1][C:10]1[CH:11]=[C:12]2[O:3][CH2:4][CH:5]([CH2:13][OH:14])[O:6][C:7]2=[N:8][CH:9]=1 |f:3.4.5,6.7.8|. Reported procedure: Bromine (0.009 mol) was added dropwise to a solution of 2,3-dihydro-1,4-dioxino[2,3-b]pyridine-3-methanol (0.009 mol) in DCM (100 ml) and Na2CO3 saturated solution (50 ml), stirred at room temperature. The reaction mixture was stirred for 16 hours at room temperature. More bromine (0.009 mol) was added and the reaction mixture was stirred for 3 more days at room temperature. A few drops of Na2SO3 were added and the mixture was stirred for 15 minutes. The separated organic layer was dried, filter...